From a dataset of the Open Reaction Database (ORD), a public repository of structured organic reaction records. describe an organic reaction: reactants, conditions, products, and yield Reactants: O=C1C2=C(N=C3N1C=C(C=C3)C(=O)N)SC(=C2)C2=CC=CC=C2 (4-oxo-2-phenyl-4H-pyrido[1,2-a]thieno[2,3-d]pyrimidine-7-carboxamide), P(=O)(Cl)(Cl)Cl (phosphorus oxychloride). Solvent: C(Cl)(Cl)Cl (chloroform). The product is O=C1C2=C(N=C3N1C=C(C=C3)C#N)SC(=C2)C2=CC=CC=C2 (4-oxo-2-phenyl-4H-pyrido[1,2-a]thieno[2,3-d]-pyrimidine-7-carbonitrile). Yield: 82.4%. Reaction SMILES: [O:1]=[C:2]1[N:7]2[CH:8]=[C:9]([C:12]([NH2:14])=O)[CH:10]=[CH:11][C:6]2=[N:5][C:4]2[S:15][C:16]([C:18]3[CH:23]=[CH:22][CH:21]=[CH:20][CH:19]=3)=[CH:17][C:3]1=2.P(Cl)(Cl)(Cl)=O>C(Cl)(Cl)Cl>[O:1]=[C:2]1[N:7]2[CH:8]=[C:9]([C:12]#[N:14])[CH:10]=[CH:11][C:6]2=[N:5][C:4]2[S:15][C:16]([C:18]3[CH:23]=[CH:22][CH:21]=[CH:20][CH:19]=3)=[CH:17][C:3]1=2. Reported procedure: From 3.2 g (0.01 mol) of 4-oxo-2-phenyl-4H-pyrido[1,2-a]thieno[2,3-d]pyrimidine-7-carboxamide (Example 25), 90 ml of phosphorus oxychloride and 50 ml of chloroform and refluxing for twenty-four hours, following the procedure of Example 27, there is obtained 2.5 g of 4-oxo-2-phenyl-4H-pyrido[1,2-a]thieno[2,3-d]-pyrimidine-7-carbonitrile; mp 349°-351° C. after recrystallization from pyridine.